This data is from the Open Reaction Database (ORD), a public repository of structured organic reaction records. The task is: describe an organic reaction: reactants, conditions, products, and yield Starting materials: CCOC(C)=O, CS(C)=O, O, O=C1OI(=O)(O)c2ccccc21, C[Si](C)(C)CCOCN(CC1CCN(Cc2cccc3ccccc23)CC1)c1nc2cc(CO)ccc2n1COCC[Si](C)(C)C. Product: C[Si](C)(C)CCOCN(CC1CCN(Cc2cccc3ccccc23)CC1)c1nc2cc(C=O)ccc2n1COCC[Si](C)(C)C. RXN SMILES: [CH3:60][CH2:61][O:62][C:63](=[O:64])[CH3:65].[CH3:66][S:67]([CH3:68])=[O:69].[OH2:59].[OH:47][I:48]1(=[O:49])[c:50]2[cH:51][cH:52][cH:53][cH:54][c:55]2[C:56](=[O:57])[O:58]1.[c:1]1([CH2:11][N:12]2[CH2:13][CH2:14][CH:15]([CH2:18][N:19]([c:20]3[n:21][c:22]4[c:23]([n:24]3[CH2:25][O:26][CH2:27][CH2:28][Si:29]([CH3:30])([CH3:31])[CH3:32])[cH:33][cH:34][c:35]([CH2:37][OH:38])[cH:36]4)[CH2:39][O:40][CH2:41][CH2:42][Si:43]([CH3:44])([CH3:45])[CH3:46])[CH2:16][CH2:17]2)[cH:2][cH:3][cH:4][c:5]2[cH:6][cH:7][cH:8][cH:9][c:10]12>>[c:1]1([CH2:11][N:12]2[CH2:13][CH2:14][CH:15]([CH2:18][N:19]([c:20]3[n:21][c:22]4[c:23]([n:24]3[CH2:25][O:26][CH2:27][CH2:28][Si:29]([CH3:30])([CH3:31])[CH3:32])[cH:33][cH:34][c:35]([CH:37]=[O:38])[cH:36]4)[CH2:39][O:40][CH2:41][CH2:42][Si:43]([CH3:44])([CH3:45])[CH3:46])[CH2:16][CH2:17]2)[cH:2][cH:3][cH:4][c:5]2[cH:6][cH:7][cH:8][cH:9][c:10]12. The reactants are [BH4-], CO, CC(C)(C)OC(=O)N1CCCC(=O)C(F)C1, [Na+]. Yields the product CC(C)(C)OC(=O)N1CCCC(O)C(F)C1. As a reaction SMILES: [BH4-:17].[CH3:19][OH:20].[F:1][CH:2]1[CH2:3][N:4]([C:10](=[O:11])[O:12][C:13]([CH3:14])([CH3:15])[CH3:16])[CH2:5][CH2:6][CH2:7][C:8]1=[O:9].[Na+:18]>>[F:1][CH:2]1[CH2:3][N:4]([C:10](=[O:11])[O:12][C:13]([CH3:14])([CH3:15])[CH3:16])[CH2:5][CH2:6][CH2:7][CH:8]1[OH:9]. Reactants: CCCCc1cc(CNc2c([N+](=O)[O-])cnc3ccccc23)no1, CC#N. Yields the product CCCCc1cc(CNc2c(N)cnc3ccccc23)no1. Reaction SMILES: [CH2:1]([CH2:2][CH2:3][CH3:4])[c:5]1[cH:6][c:7]([CH2:10][NH:11][c:12]2[c:13]([N+:22]([O-:23])=[O:24])[cH:14][n:15][c:16]3[cH:17][cH:18][cH:19][cH:20][c:21]23)[n:8][o:9]1.[CH3:25][C:26]#[N:27]>>[CH2:1]([CH2:2][CH2:3][CH3:4])[c:5]1[cH:6][c:7]([CH2:10][NH:11][c:12]2[c:13]([NH2:22])[cH:14][n:15][c:16]3[cH:17][cH:18][cH:19][cH:20][c:21]23)[n:8][o:9]1. Reactants: CN(C)CCN, O=Cc1ccc(-c2cc3ncnc(Nc4ccc5[nH]ccc5c4)c3s2)cc1. Product: CN(C)CCNCc1ccc(-c2cc3ncnc(Nc4ccc5[nH]ccc5c4)c3s2)cc1. Reaction SMILES: [CH3:1][N:2]([CH2:3][CH2:4][NH2:5])[CH3:6].[nH:7]1[cH:8][cH:9][c:10]2[cH:11][c:12]([NH:16][c:17]3[c:18]4[c:19]([n:20][cH:21][n:22]3)[cH:23][c:24](-[c:26]3[cH:27][cH:28][c:29]([CH:30]=[O:31])[cH:32][cH:33]3)[s:25]4)[cH:13][cH:14][c:15]12>>[CH3:1][N:2]([CH2:3][CH2:4][NH:5][CH2:30][c:29]1[cH:28][cH:27][c:26](-[c:24]2[cH:23][c:19]3[c:18]([c:17]([NH:16][c:12]4[cH:11][c:10]5[cH:9][cH:8][nH:7][c:15]5[cH:14][cH:13]4)[n:22][cH:21][n:20]3)[s:25]2)[cH:33][cH:32]1)[CH3:6]. The reactants are ClC1=CC=C(C=C1)C(C=1SC=CN1)C1=CC=C(C=C1)[N+](=O)[O-] (2-((4-chlorophenyl)(4-nitrophenyl)methyl)thiazole), O.O.[Sn](Cl)Cl (tin(II) chloride dihydrate). Run in CO (MeOH), Cl (HCl). The product is ClC1=CC=C(C=C1)C(C1=CC=C(N)C=C1)C=1SC=CN1 (4-((4-chlorophenyl)(thiazol-2-yl)methyl)aniline). Reaction SMILES: [Cl:1][C:2]1[CH:7]=[CH:6][C:5]([CH:8]([C:14]2[CH:19]=[CH:18][C:17]([N+:20]([O-])=O)=[CH:16][CH:15]=2)[C:9]2[S:10][CH:11]=[CH:12][N:13]=2)=[CH:4][CH:3]=1.O.O.[Sn](Cl)Cl>CO.Cl>[Cl:1][C:2]1[CH:3]=[CH:4][C:5]([CH:8]([C:9]2[S:10][CH:11]=[CH:12][N:13]=2)[C:14]2[CH:19]=[CH:18][C:17]([NH2:20])=[CH:16][CH:15]=2)=[CH:6][CH:7]=1 |f:1.2.3|. Reported procedure: A solution of 2-((4-chlorophenyl)(4-nitrophenyl)methyl)thiazole (550 mg, 1.663 mmol, 1 equip) and tin(II) chloride dihydrate (2.321 g, 9.976 mmol, 6 equip) in MeOH (11 mL) and concentrated HCl (1 ml) was heated at reflux temperature until analytical HPLC showed conversion to the desired product. The reaction mixture was made basic with excess triethylamine. The resulting thick precipitate was filtered through CELITE and the filter pad washed thoroughly with methanol. The filtrate was concentrate... Reactants: Cl (HCl), COC=1C=C2C(C(NC2=CC1)=O)=O (5-methoxyisatin), [OH-].[K+] (KOH), C(C)OC(CC(=O)C)=O (ethylacetoacetate). Solvent: O (H2O). Run at time 2 day. The product is COC=1C=C2C(=C(C(=NC2=CC1)C)C(=O)O)C(=O)O (6-methoxy-2-methylquinoline-3,4-dicarboxylic acid). Reaction SMILES: [CH3:1][O:2][C:3]1[CH:4]=[C:5]2[C:9](=[CH:10][CH:11]=1)[NH:8][C:7](=[O:12])[C:6]2=O.[OH-:14].[K+].C([O:18][C:19](=[O:24])[CH2:20][C:21]([CH3:23])=O)C.Cl>O>[CH3:1][O:2][C:3]1[CH:4]=[C:5]2[C:9](=[CH:10][CH:11]=1)[N:8]=[C:21]([CH3:23])[C:20]([C:19]([OH:24])=[O:18])=[C:6]2[C:7]([OH:12])=[O:14] |f:1.2|. Procedure details: A solution of 59.4 g (0.335 mole) of 5-methoxyisatin, 225 g KOH in 800 ml H2O was treated dropwise with 121.4 g (0.932 mole) of ethylacetoacetate at 55° over a 2 hour period. The solution was refluxed 45 minutes and stirred 2 days at room temperature. Acidification with 300 ml concd. HCl while maintaining the temperature at ambient conditions gave a tan solid that was filtered, washed with H2O and dried; yield 60.8 g (69.4%).